From a dataset of the Open Reaction Database (ORD), a public repository of structured organic reaction records. describe an organic reaction: reactants, conditions, products, and yield The reactants are C(C)OC(C(C(=O)OCC)NS(=O)(=O)CCCN=[N+]=[N-])=O (3-azidopropanesulfonamidomalonate diethyl ester), [H][H] (hydrogen). The reagents and catalysts are [Pd] (Pd/C). The solvent is C(C)O (ethanol). Yields the product C(C)OC(C(C(=O)OCC)NS(=O)(=O)CCCN)=O (3-Aminopropanesulfonamidomalonate diethyl ester). The yield is 105.3%. Reaction SMILES: [CH2:1]([O:3][C:4](=[O:21])[CH:5]([NH:11][S:12]([CH2:15][CH2:16][CH2:17][N:18]=[N+]=[N-])(=[O:14])=[O:13])[C:6]([O:8][CH2:9][CH3:10])=[O:7])[CH3:2].[H][H]>C(O)C.[Pd]>[CH2:9]([O:8][C:6](=[O:7])[CH:5]([NH:11][S:12]([CH2:15][CH2:16][CH2:17][NH2:18])(=[O:13])=[O:14])[C:4]([O:3][CH2:1][CH3:2])=[O:21])[CH3:10]. Reported procedure: A solution of 3-azidopropanesulfonamidomalonate diethyl ester (27.60 g, 0.086 mol,) in ethanol (70 mL) and 1 g of Pd/C (10%) were placed in a Parr hydrogenation apparatus under 60 psi H2 for 8 hours. The hydrogen was replenished every 2 hours. The mixture was filtered through a pad of Celite and a solution of 1 N HCl in ethanol (10 mL) was added to the filtrate. The solvent was removed in vacuo and the residue was purified by column chromatography on Al2O3 using CH2Cl2/MeOH (4/1, v/v) to give 26... Starting materials: CN(C1=CC=C(C(=O)NC2=C(C(=CC=C2)C=O)F)C=C1)C (4-(dimethylamino)-N-(2-fluoro-3-formylphenyl)benzamide), crude product, [N+](=O)([O-])C (nitromethane), C(C)(=O)[O-].[NH4+] (ammonium acetate), C(C)(=O)O (acetic acid). Yields the product CN(C1=CC=C(C(=O)NC2=C(C(=CC=C2)\C=C\[N+](=O)[O-])F)C=C1)C ((E)-4-(Dimethylamino)-N-(2-fluoro-3-(2-nitrovinyl)phenyl)benzamide). The yield is 31.0%. As a reaction SMILES: [CH3:1][N:2]([CH3:21])[C:3]1[CH:20]=[CH:19][C:6]([C:7]([NH:9][C:10]2[CH:15]=[CH:14][CH:13]=[C:12]([CH:16]=O)[C:11]=2[F:18])=[O:8])=[CH:5][CH:4]=1.[N+:22]([CH3:25])([O-:24])=[O:23].C([O-])(=O)C.[NH4+].C(O)(=O)C>>[CH3:1][N:2]([CH3:21])[C:3]1[CH:20]=[CH:19][C:6]([C:7]([NH:9][C:10]2[CH:15]=[CH:14][CH:13]=[C:12](/[CH:16]=[CH:25]/[N+:22]([O-:24])=[O:23])[C:11]=2[F:18])=[O:8])=[CH:5][CH:4]=1 |f:2.3|. Reported procedure: A mixture of 4-(dimethylamino)-N-(2-fluoro-3-formylphenyl)benzamide (1.83 g, the crude product from previous step), nitromethane (0.859 mL, 15.98 mmol), and ammonium acetate (1.232 g, 15.98 mmol) in acetic acid (25 mL, 52.4 mmol) was heated at 100° C. for 2 hr. Acetic acid was removed under vacuum. To the residue was added CH2Cl2 (60 mL) and water (60 mL) and the mixture was basified with solid Na2CO3 to pH 9. The organic layer was separated, and the aqueous layer was extracted with CH2Cl2 (3×50... As a reaction SMILES: S(N[C@H](C([O:16][C:17]1[C:26]2[O:25][CH2:24][C@H:23]([O:27][N+:28]([O-:30])=[O:29])[CH2:22][C:21]=2[CH:20]=[CH:19][CH:18]=1)=O)CC1C=CC=CC=1)(C)(=O)=O.CO.[OH-].[Na+].Cl>O1CCCC1>[O:27]([C@@H:23]1[CH2:22][C:21]2[CH:20]=[CH:19][CH:18]=[C:17]([OH:16])[C:26]=2[O:25][CH2:24]1)[N+:28]([O-:30])=[O:29] |f:2.3|. The solvent is O1CCCC1 (tetrahydrofuran). Reactants: ester, S(=O)(=O)(C)N[C@@H](CC1=CC=CC=C1)C(=O)OC1=CC=CC=2C[C@H](COC21)O[N+](=O)[O-] ((3R)-3,4-dihydro-8-(N-mesyl-L-phenylalanyloxy)-3-nitroxy-2H-1-benzopyran), CO (methanol), aqueous solution, [OH-].[Na+] (sodium hydroxide), Cl (hydrochloric acid). Reported procedure: 21.6 g of the ester obtained in (A) was dissolved in 200 ml of tetrahydrofuran, and at room temperature, 100 ml of methanol and then 40 ml of a 10% aqueous solution of sodium hydroxide were added. The mixture was stirred for 1 hour. The reaction mixture was adjusted to a pH of about 4 with cold hydrochloric acid, and concentrated. To the residue were added 300 ml of chloroform and dilute hydrochloric acid. The aqueous layer was adjusted to pH 2, and the chloroform layer was separated. The chloro... Product: O([N+](=O)[O-])[C@H]1COC2=C(C1)C=CC=C2O ((3R)-3,4-dihydro-3-nitroxy-2H-1-benzopyran-8-ol). Reaction conditions: time 1 hour. Yield: 38.0%. The product is CCOC(=O)c1ccc(COc2ccc(C(C)C(O)(c3ccnc(C)c3)C(F)(F)F)c(Cl)c2)cc1. The reactants are CCOC(=O)c1ccc(CBr)cc1, Cc1cc(C(O)(C(C)c2ccc(O)cc2Cl)C(F)(F)F)ccn1, [H-], [Na+], CN(C)C=O. As a reaction SMILES: [CH2:26]([CH3:27])[O:28][C:29]([c:30]1[cH:31][cH:32][c:33]([CH2:36][Br:37])[cH:34][cH:35]1)=[O:38].[Cl:1][c:2]1[cH:3][c:4]([OH:23])[cH:5][cH:6][c:7]1[CH:8]([C:9]([C:10]([F:11])([F:12])[F:13])([c:14]1[cH:15][c:16]([CH3:20])[n:17][cH:18][cH:19]1)[OH:21])[CH3:22].[H-:25].[Na+:24].[O:39]=[CH:40][N:41]([CH3:42])[CH3:43]>>[Cl:1][c:2]1[cH:3][c:4]([O:23][CH2:36][c:33]2[cH:32][cH:31][c:30]([C:29]([O:28][CH2:26][CH3:27])=[O:38])[cH:35][cH:34]2)[cH:5][cH:6][c:7]1[CH:8]([C:9]([C:10]([F:11])([F:12])[F:13])([c:14]1[cH:15][c:16]([CH3:20])[n:17][cH:18][cH:19]1)[OH:21])[CH3:22]. The reactants are CN1CCC(=C2C3=CC=CC=C3C=CC4=CC=CC=C42)CC1 (reactin), S(=O)(=O)(Cl)Cl (sulfonyl chloride), C(Cl)Cl (methylene chloride), C(C1=CC=CC=C1)N1CCNCC1 (1-(benzyl)piperazine), hydrochloride salt. Run in C(C)N(CC)CC (triethylamine). Product: Cl.C1=C(C=CC=2C3=CC=CC=C3CC12)S(=O)(=O)N1CCN(CC1)CC1=CC=CC=C1 (1-(9H-Fluoren-2-ylsulfonyl)-4-(phenylmethyl)piperazine, hydrochloride). The yield is 33.0%. Reaction SMILES: [S:1](Cl)([Cl:4])(=[O:3])=[O:2].C(Cl)Cl.[CH2:9]([N:16]1[CH2:21][CH2:20][NH:19][CH2:18][CH2:17]1)[C:10]1[CH:15]=[CH:14][CH:13]=[CH:12][CH:11]=1.CN1C[CH2:42][C:26](=[C:27]2[C:41]3[C:36](=[CH:37][CH:38]=[CH:39][CH:40]=3)[CH:35]=C[C:33]3[C:28]2=CC=C[CH:32]=3)CC1>C(N(CC)CC)C>[ClH:4].[CH:33]1[C:28]2[CH2:35][C:36]3[C:41](=[CH:40][CH:39]=[CH:38][CH:37]=3)[C:27]=2[CH:26]=[CH:42][C:32]=1[S:1]([N:19]1[CH2:20][CH2:21][N:16]([CH2:9][C:10]2[CH:11]=[CH:12][CH:13]=[CH:14][CH:15]=2)[CH2:17][CH2:18]1)(=[O:3])=[O:2] |f:5.6|. Reported procedure: The title compound is prepared by adding to a stirred solution of the above sulfonyl chloride intermediate (4 g, 0.015 mol) in 50 mL of methylene chloride (2.7 g, 0.015 mol), 1-(benzyl)piperazine (2.7 g, 0.015 mol) and triethylamine (6 mL). The reactin mixture is stirred overnight and the methylene chloride layer is washed with water and dried over anhydrous Na2SO4. Evaporation of the methylene chloride under reduced pressure affords crude product which is purified by HPLC using silica gel colum... Reactants: CO, COC(=O)C(C)(c1cc(F)c(F)c(F)c1)S(=O)(=O)CCC(F)(F)F, N. Product: CC(C(N)=O)(c1cc(F)c(F)c(F)c1)S(=O)(=O)CCC(F)(F)F. Reaction SMILES: [CH3:26][OH:27].[F:1][c:2]1[cH:3][c:4]([C:10]([C:11](=[O:12])[O:13][CH3:14])([CH3:15])[S:16](=[O:17])(=[O:18])[CH2:19][CH2:20][C:21]([F:22])([F:23])[F:24])[cH:5][c:6]([F:9])[c:7]1[F:8].[NH3:25]>>[F:1][c:2]1[cH:3][c:4]([C:10]([C:11](=[O:12])[NH2:25])([CH3:15])[S:16](=[O:17])(=[O:18])[CH2:19][CH2:20][C:21]([F:22])([F:23])[F:24])[cH:5][c:6]([F:9])[c:7]1[F:8]. Starting materials: Nc1cc(Cl)c(Cl)cc1O, O=[N+]([O-])c1cccc(Cl)c1O. Yields the product Nc1cccc(Cl)c1O. As a reaction SMILES: [Cl:12][c:13]1[cH:14][c:15]([OH:16])[c:17]([NH2:18])[cH:19][c:20]1[Cl:21].[Cl:1][c:2]1[cH:3][cH:4][cH:5][c:6]([N+:9]([O-:10])=[O:11])[c:7]1[OH:8]>>[Cl:1][c:2]1[cH:3][cH:4][cH:5][c:6]([NH2:9])[c:7]1[OH:8]. The reactants are ClCCl.CO (dichloromethane methanol), C(C1=CC=CC=C1)N1CCC(CC1)N(C(=O)N1C=NC(=C1)C1=CC(=CC=C1)Br)C (N-(1-benzylpiperidin-4-yl)-4-(3-bromophenyl)-N-methyl-1H-imidazole-1-carboxamide), C(N)(=O)C=1C=C(C=CC1)B(O)O (3-carbamoylphenylboronic acid), solution, C([O-])([O-])=O.[Na+].[Na+] (sodium carbonate). The solvent is ClCCl.C(C)(C)O (dichloromethane isopropanol), O (Water), C(CC)O (1-propanol), O (water). Reaction conditions: temperature 90 celsius, time 1 hour. Yields the product C(C1=CC=CC=C1)N1CCC(CC1)N(C(=O)N1C=NC(=C1)C=1C=C(C=CC1)C1=CC(=CC=C1)C(N)=O)C (N-(1-benzylpiperidin-4-yl)-4-(3′-carbamoylbiphenyl-3-yl)-N-methyl-1H-imidazole-1-carboxamide). As a reaction SMILES: [CH2:1]([N:8]1[CH2:13][CH2:12][CH:11]([N:14]([CH3:29])[C:15]([N:17]2[CH:21]=[C:20]([C:22]3[CH:27]=[CH:26][CH:25]=[C:24](Br)[CH:23]=3)[N:19]=[CH:18]2)=[O:16])[CH2:10][CH2:9]1)[C:2]1[CH:7]=[CH:6][CH:5]=[CH:4][CH:3]=1.[C:30]([C:33]1[CH:34]=[C:35](B(O)O)[CH:36]=[CH:37][CH:38]=1)(=[O:32])[NH2:31].C(=O)([O-])[O-].[Na+].[Na+].ClCCl.CO>C(O)CC.O.ClCCl.C(O)(C)C>[CH2:1]([N:8]1[CH2:13][CH2:12][CH:11]([N:14]([CH3:29])[C:15]([N:17]2[CH:21]=[C:20]([C:22]3[CH:23]=[C:24]([C:37]4[CH:36]=[CH:35][CH:34]=[C:33]([C:30](=[O:32])[NH2:31])[CH:38]=4)[CH:25]=[CH:26][CH:27]=3)[N:19]=[CH:18]2)=[O:16])[CH2:10][CH2:9]1)[C:2]1[CH:7]=[CH:6][CH:5]=[CH:4][CH:3]=1 |f:2.3.4,5.6,9.10|. Procedure: Tetrakis(triphenylphosphine)palladium complex (0.076 g, 0.066 mmol) was added to a stirred dispersion of N-(1-benzylpiperidin-4-yl)-4-(3-bromophenyl)-N-methyl-1H-imidazole-1-carboxamide (0.600 g, 1.323 mmol), 3-carbamoylphenylboronic acid (0.229 g, 1.390 mmol) and a 2 M solution of sodium carbonate (0.794 mL, 1.588 mmol) in a mixture of 1-propanol (5 mL) and water (1 mL) at room temperature. The reaction mixture was allowed to stir at 90° C. for 1 h. Water was added and the organic layer was dil...